Dataset: the Open Reaction Database (ORD), a public repository of structured organic reaction records. Task: describe an organic reaction: reactants, conditions, products, and yield The reactants are CC(CCC(=O)O)(C(=O)O)c1ccc(C2CCCCC2)c(Cl)c1, O=S(=O)(O)O. The product is CC1(C(=O)O)CCC(=O)c2cc(C3CCCCC3)c(Cl)cc21. Reaction SMILES: [Cl:1][c:2]1[cH:3][c:4]([C:5]([C:6](=[O:7])[OH:8])([CH3:9])[CH2:10][CH2:11][C:12](=[O:13])[OH:14])[cH:15][cH:16][c:17]1[CH:18]1[CH2:19][CH2:20][CH2:21][CH2:22][CH2:23]1.[S:24](=[O:25])(=[O:26])([OH:27])[OH:28]>>[Cl:1][c:2]1[cH:3][c:4]2[c:15]([cH:16][c:17]1[CH:18]1[CH2:19][CH2:20][CH2:21][CH2:22][CH2:23]1)[C:12](=[O:13])[CH2:11][CH2:10][C:5]2([C:6](=[O:7])[OH:8])[CH3:9]. Reaction SMILES: [C:42]([O-:43])(=[O:44])[CH3:45].[C:47]([O-:48])(=[O:49])[CH3:50].[CH3:29][c:30]1[cH:31][cH:32][cH:33][cH:34][cH:35]1.[CH3:36][CH2:37][O:38][C:39](=[O:40])[CH3:41].[N+:1](=[N-:2])=[C:3]1[CH2:4][O:5][c:6]2[cH:7][cH:8][c:9]([O:14][CH2:15][c:16]3[cH:17][cH:18][cH:19][cH:20][cH:21]3)[cH:10][c:11]2[C:12]1=[O:13].[OH:22][c:23]1[cH:24][cH:25][cH:26][cH:27][cH:28]1.[Rh+2:46]>>[CH:3]1([O:22][c:23]2[cH:24][cH:25][cH:26][cH:27][cH:28]2)[CH2:4][O:5][c:6]2[cH:7][cH:8][c:9]([O:14][CH2:15][c:16]3[cH:17][cH:18][cH:19][cH:20][cH:21]3)[cH:10][c:11]2[C:12]1=[O:13]. Yields the product O=C1c2cc(OCc3ccccc3)ccc2OCC1Oc1ccccc1. Starting materials: CC(=O)[O-], CC(=O)[O-], Cc1ccccc1, CCOC(C)=O, [N-]=[N+]=C1COc2ccc(OCc3ccccc3)cc2C1=O, Oc1ccccc1, [Rh+2]. Starting materials: ( 33 ), C[C@@H]1CNC(=O)[C@H](NC(=O)/C=C\C[C@H](OC(=O)[C@@H](OC1=O)CC(C)C)[C@H](C)/C=C/C2=CC=CC=C2)CC3=CC=C(C=C3)OC (Cryptophycin 4), CC1CNC(=O)C(NC(=O)/C=C/CC(OC(=O)C(OC1=O)CC(C)C)C(C)C2C(O2)C3=CC=CC=C3)CC4=CC(=C(C=C4)OC)Cl (Cryptophycin), C[C@@H]1CNC(=O)[C@H](NC(=O)/C=C/C[C@H](OC(=O)[C@@H](OC1=O)CC(C)C)[C@H](C)/C=C/C=2C=CC=CC2)CC=3C=CC(=C(C3)Cl)OC (Cryptophycin 3), ( 9 ), ClC=1C=C(C[C@H](N)C(=O)O)C=CC1OC (3-chloro-4-methoxyphenylalanine), ( 12 ), C[C@@H]1CNC(=O)[C@H](NC(=O)/C=C/C[C@H](OC(=O)[C@@H](OC1=O)CC(C)C)[C@H](C)/C=C/C=2C=CC=CC2)CC=3C=CC(=C(C3)Cl)OC (Cryptophycin 3), C[C@@H]1CNC(=O)[C@H](NC(=O)/C=C/C[C@H](OC(=O)[C@@H](OC1=O)CC(C)C)[C@H](C)[C@@H]2[C@H](O2)C3=CC=CC=C3)CC4=CC(=C(C=C4)OC)Cl (Cryptophycin 1), C[C@@H]1CNC(=O)[C@H](NC(=O)/C=C/C[C@H](OC(=O)[C@@H](OC1=O)CC(C)C)[C@H](C)/C=C/C=2C=CC=CC2)CC=3C=CC(=C(C3)Cl)OC (Cryptophycin 3), ( 100 ), CC1CNC(=O)C(NC(=O)/C=C/CC(OC(=O)C(OC1=O)CC(C)C)C(C)C2C(O2)C3=CC=CC=C3)CC4=CC(=C(C=C4)OC)Cl (Cryptophycin), ( 11/13 ), C[C@@H]1CNC(=O)[C@H](NC(=O)/C=C\C[C@H](OC(=O)[C@@H](OC1=O)CC(C)C)[C@H](C)/C=C/C2=CC=CC=C2)CC3=CC=C(C=C3)OC (Cryptophycin 4), C[C@@H]1CNC(=O)[C@H](NC(=O)/C=C/C[C@H](OC(=O)[C@@H](OC1=O)CC(C)C)[C@H](C)[C@@H]2[C@H](O2)C3=CC=CC=C3)CC4=CC(=C(C=C4)OC)Cl (Cryptophycin 1), ( 15 ), C[C@@H]1CNC(=O)[C@H](NC(=O)/C=C\C[C@H](OC(=O)[C@@H](OC1=O)CC(C)C)[C@H](C)/C=C/C2=CC=CC=C2)CC3=CC=C(C=C3)OC (Cryptophycin 4), OC(CC=CC(=O)O)C(C(C(C1=CC=CC=C1)O)O)C (5,7,8-trihydroxy-6-methyl-8-phenyl-2-octenoic acid), CC1CNC(=O)C(NC(=O)/C=C/CC(OC(=O)C(OC1=O)CC(C)C)C(C)C2C(O2)C3=CC=CC=C3)CC4=CC(=C(C=C4)OC)Cl (Cryptophycin), ( 5 ), hydroxy acid, C[C@@H]1CNC(=O)[C@H](NC(=O)/C=C/C[C@H](OC(=O)[C@@H](OC1=O)CC(C)C)[C@H](C)[C@@H]2[C@H](O2)C3=CC=CC=C3)CC4=CC(=C(C=C4)OC)Cl (Cryptophycin 1), ( 5 ), ( ε ), ( 90 ), C[C@H]1[C@@H](O[C@H]([C@@H]1O)C2=CC=CC=C2)C/C=C/C(=O)N[C@H](CC3=CC(=C(C=C3)OC)Cl)C(=O)NC[C@@H](C)C(=O)OC (Cryptophycin 6), CC1CNC(=O)C(NC(=O)/C=C/CC(OC(=O)C(OC1=O)CC(C)C)C(C)C2C(O2)C3=CC=CC=C3)CC4=CC(=C(C=C4)OC)Cl (Cryptophycin), C(C(O)CC(C)C)(=O)O (leucic acid), ( 8 ), NCCC(=O)O (3-aminopropionic acid), ( 95 ), CC1CNC(=O)C(NC(=O)/C=C/CC(OC(=O)C(OC1=O)CC(C)C)C(C)C2C(O2)C3=CC=CC=C3)CC4=CC(=C(C=C4)OC)Cl (Cryptophycin), ( 9 ), ( 76 ), ( 10/4 ), ( 10/14 ), CC1CNC(=O)C(NC(=O)/C=C/CC(OC(=O)C(OC1=O)CC(C)C)C(C)C2C(O2)C3=CC=CC=C3)CC4=CC(=C(C=C4)OC)Cl (Cryptophycin), C[C@@H]1CNC(=O)[C@H](NC(=O)/C=C/C[C@H](OC(=O)[C@@H](OC1=O)CC(C)C)[C@H](C)/C=C/C=2C=CC=CC2)CC=3C=CC(=C(C3)Cl)OC (Cryptophycin 3), CC1CNC(=O)C(NC(=O)/C=C/CC(OC(=O)C(OC1=O)CC(C)C)C(C)C2C(O2)C3=CC=CC=C3)CC4=CC(=C(C=C4)OC)Cl (Cryptophycin), ( 5 ), C[C@H]1[C@@H](O[C@H]([C@@H]1O)C2=CC=CC=C2)C/C=C/C(=O)N[C@H](CC3=CC(=C(C=C3)OC)Cl)C(=O)NC[C@@H](C)C(=O)OC (Cryptophycin 6), ( 8 ), ( 5 ), C[C@@H]1CNC(=O)[C@H](NC(=O)/C=C/C[C@H](OC(=O)[C@@H](OC1=O)CC(C)C)[C@H](C)[C@@H]2[C@H](O2)C3=CC=CC=C3)CC4=CC(=C(C=C4)OC)Cl (Cryptophycin 1). The product is C[C@@H]([C@@H]1C/C=C/C(=O)N[C@@H](C(=O)NCCC(=O)O[C@H](C(=O)O1)CC(C)C)CC2=CC(=C(C=C2)OC)Cl)[C@@H]3[C@H](O3)C4=CC=CC=C4 (Cryptophycin 21). As a reaction SMILES: C[CH:2]1[C:20](=[O:21])[O:19][CH:18]([CH2:22][CH:23]([CH3:25])[CH3:24])[C:16](=[O:17])[O:15][CH:14]([CH:26]([CH:28]2[O:30][CH:29]2[C:31]2[CH:36]=[CH:35][CH:34]=[CH:33][CH:32]=2)[CH3:27])[CH2:13][CH:12]=[CH:11][C:9](=[O:10])[NH:8][CH:7]([CH2:37][C:38]2[CH:43]=[CH:42][C:41]([O:44][CH3:45])=[C:40]([Cl:46])[CH:39]=2)[C:5](=[O:6])[NH:4][CH2:3]1.OC(C(C)C(O)C(O)C1C=CC=CC=1)CC=CC(O)=O.ClC1C=C(C=CC=1OC)C[C@@H](C(O)=O)N.NCCC(O)=O.C(O)(=O)C(CC(C)C)O.C[C@H]1C(=O)O[C@@H](CC(C)C)C(=O)O[C@H]([C@@H]([C@H]2O[C@@H]2C2C=CC=CC=2)C)CC=CC(=O)N[C@H](CC2C=CC(OC)=C(Cl)C=2)C(=O)NC1.C[C@H]1C(=O)O[C@@H](CC(C)C)C(=O)O[C@H]([C@@H](/C=C/C2C=CC=CC=2)C)CC=CC(=O)N[C@H](CC2C=CC(OC)=C(Cl)C=2)C(=O)NC1.C[C@H]1C(=O)O[C@@H](CC(C)C)C(=O)O[C@H]([C@@H](/C=C/C2C=CC=CC=2)C)CC=CC(=O)N[C@H](CC2C=CC(OC)=CC=2)C(=O)NC1.C[C@@H]1[C@@H](O)[C@H](C2C=CC=CC=2)O[C@H]1C/C=C/C(N[C@@H](C(NC[C@H](C(OC)=O)C)=O)CC1C=CC(OC)=C(Cl)C=1)=O>>[CH3:27][C@H:26]([C@H:28]1[O:30][C@@H:29]1[C:31]1[CH:32]=[CH:33][CH:34]=[CH:35][CH:36]=1)[C@H:14]1[O:15][C:16](=[O:17])[C@H:18]([CH2:22][CH:23]([CH3:24])[CH3:25])[O:19][C:20](=[O:21])[CH2:2][CH2:3][NH:4][C:5](=[O:6])[C@@H:7]([CH2:37][C:38]2[CH:43]=[CH:42][C:41]([O:44][CH3:45])=[C:40]([Cl:46])[CH:39]=2)[NH:8][C:9](=[O:10])[CH:11]=[CH:12][CH2:13]1. Reported procedure: [α]D +40.2° (CHC13 c 0.72); UV λmax (ε) 240 (6700), 280 (2400), 288 (2100); IR (neat) νmax 3403, 3279, 2957, 1731, 1673, 1503, 1464, 1409, 1372, 1258, 1174, 1065, 1023, 889 cm-1 ; EIMS m/z (relative intensity) 640/642 (10/4), 612 (5), 478 (15), 398 (40), 266 (33), 227 (76), 195 (95), 155 (100), 127 (90); high resolution EIMS m/z 640.2550 (calcd for C34H41ClN2O8, 0.2 mmu error); 1H NMR (CDCl3) amino or hydroxy acid unit δ (carbon positions, multiplicities; J in Hz) 7,8-epoxy-5-hydroxy-6-methyl-8-... The reactants are CCCCCCC.COC(C)(C)C (n-heptane tert-butyl methyl ether), intermediate c, ClC1=C(C=CC=C1)C1=C(C=NC=C1)N(C(C1=CC(=CC(=C1)C(F)(F)F)C(F)(F)F)=O)C1CC1 (N-[4-(2-Chloro-phenyl)-pyridin-3-yl]-N-cyclopropyl-3,5-bis-trifluoromethyl-benzamide), ClC1=C(C=CC=C1)C1=C(C=NC=C1)N(C(C1=CC(=CC(=C1)C(F)(F)F)C(F)(F)F)=O)C1CC1 (N-[4-(2-Chloro-phenyl)-pyridin-3-yl]-N-cyclopropyl-3,5-bis-trifluoromethyl-benzamide), C(C1=CC=CC=C1)OC(NCCBr)=O ((2-bromo-ethyl)-carbamic acid benzyl ester). The product is C(C)(C)(C)OC(N(C=1C=NC=CC1C1=C(C=CC=C1)Cl)CCNC(=O)OCC1=CC=CC=C1)=O ((2-Benzyloxycarbonylamino-ethyl)-[4-(2-chloro-phenyl)-pyridin-3-yl]-carbamic acid tert-butyl ester). RXN SMILES: [Cl:1][C:2]1[CH:7]=[CH:6][CH:5]=[CH:4][C:3]=1[C:8]1[CH:13]=[CH:12][N:11]=[CH:10][C:9]=1[N:14]([CH:31]1[CH2:33]C1)[C:15](=[O:30])C1C=C(C(F)(F)F)C=C(C(F)(F)F)C=1.[CH2:34]([O:41][C:42](=[O:47])[NH:43]CCBr)[C:35]1[CH:40]=[CH:39][CH:38]=[CH:37][CH:36]=1.CCCCCCC.C[O:56][C:57]([CH3:60])([CH3:59])[CH3:58]>>[C:57]([O:56][C:15](=[O:30])[N:14]([CH2:31][CH2:33][NH:43][C:42]([O:41][CH2:34][C:35]1[CH:36]=[CH:37][CH:38]=[CH:39][CH:40]=1)=[O:47])[C:9]1[CH:10]=[N:11][CH:12]=[CH:13][C:8]=1[C:3]1[CH:4]=[CH:5][CH:6]=[CH:7][C:2]=1[Cl:1])([CH3:60])([CH3:59])[CH3:58] |f:2.3|. Procedure: The title compound was prepared in analogy to example 85, intermediate c, from [4-(2-chloro-phenyl)-pyridin-3-yl]-carbamic acid tert-butyl ester (example 124, intermediate d) and (2-bromo-ethyl)-carbamic acid benzyl ester (CAS RN 53844-02-3) and using a gradient of n-heptane:tert-butyl methyl ether (100:0 to 30:70) for the chromatographic separation. Colorless foam (53%). MS (ESI): m/z=482.18 [M+H]+.